Dataset: the Open Reaction Database (ORD), a public repository of structured organic reaction records. Task: describe an organic reaction: reactants, conditions, products, and yield Yields the product C(C)C(CC)N1C=NC(=C1)NC(C(CCC)NC(CC1=CC(=CC(=C1)F)F)=O)=O (2-[2-(3,5-Difluoro-phenyl)-acetylamino]-pentanoic acid [1-(1-ethyl-propyl)-1H-imidazol-4-yl]-amide). Procedure: 2-Amino-pentanoic acid [1-(1-ethyl-propyl)-1H-imidazol-4-yl]-amide was coupled with (3,5-Difluoro-phenyl)-acetic acid to provide the title compound: C13 NMR (100 MHz, CDCl3) 10.7, 10.8, 13.9, 18.9, 28.8, 36.1, 43.0, 53.0, 62.9, 102.5, 102.7, 103.3, 104.5, 112.3, 112.4, 112.5, 112.6, 132.9, 138.0, 138.9, 161.9, 164.3, 164.5, 169.2, 169.5; MS 407.23 m/z (M+1). The reactants are C(C)C(CC)N1C=NC(=C1)NC(C(CCC)N)=O (2-Amino-pentanoic acid [1-(1-ethyl-propyl)-1H-imidazol-4-yl]-amide), FC=1C=C(C=C(C1)F)CC(=O)O ((3,5-Difluoro-phenyl)-acetic acid). Reaction SMILES: [CH2:1]([CH:3]([N:6]1[CH:10]=[C:9]([NH:11][C:12](=[O:18])[CH:13]([NH2:17])[CH2:14][CH2:15][CH3:16])[N:8]=[CH:7]1)[CH2:4][CH3:5])[CH3:2].[F:19][C:20]1[CH:21]=[C:22]([CH2:27][C:28](O)=[O:29])[CH:23]=[C:24]([F:26])[CH:25]=1>>[CH2:1]([CH:3]([N:6]1[CH:10]=[C:9]([NH:11][C:12](=[O:18])[CH:13]([NH:17][C:28](=[O:29])[CH2:27][C:22]2[CH:21]=[C:20]([F:19])[CH:25]=[C:24]([F:26])[CH:23]=2)[CH2:14][CH2:15][CH3:16])[N:8]=[CH:7]1)[CH2:4][CH3:5])[CH3:2]. Reaction conditions: temperature 90 celsius. Reactants: C1(=CC=CC=C1)C1=CC=C(N=N1)O (6-Phenylpyridazin-3-ol), P(=O)(Br)(Br)Br (Phosphorous oxybromide). Product: BrC=1N=NC(=CC1)C1=CC=CC=C1 (3-bromo-6-phenylpyridazine). Procedure: 6-Phenylpyridazin-3-ol (5.0 g, 29.06 mmol) is dissolved in toluene (100 mL) and heated to 90° C. Phosphorous oxybromide (25 g, 87.19 mmol) is added in several portions and the reaction is heated for 30 minutes. The resulting yellow solution is cooled to room temperature, poured onto ice water, and extracted with ethyl acetate. The organic layers are further washed with water and 1M sodium hydroxide, dried over magnesium sulfate, filtered, and evaporated to a yellow solid. Recrystallization from ... Run in C1(=CC=CC=C1)C (toluene). Reaction SMILES: [C:1]1([C:7]2[N:12]=[N:11][C:10](O)=[CH:9][CH:8]=2)[CH:6]=[CH:5][CH:4]=[CH:3][CH:2]=1.P(Br)(Br)([Br:16])=O>C1(C)C=CC=CC=1>[Br:16][C:10]1[N:11]=[N:12][C:7]([C:1]2[CH:6]=[CH:5][CH:4]=[CH:3][CH:2]=2)=[CH:8][CH:9]=1. The yield is 31.8%. Starting materials: CC=1C(=NC(=CN1)C)N (3,6-dimethylpyrazin-2-amine), ClCC(CCl)=O (1,3-dichloropropan-2-one). Solvent: CCO (EtOH). Product: ClCC=1N=C2N(C(=CN=C2C)C)C1 (2-(Chloromethyl)-5,8-dimethylimidazo[1,2-a]pyrazine). Isolated yield 36.0%. Reaction SMILES: [CH3:1][C:2]1[C:3]([NH2:9])=[N:4][C:5]([CH3:8])=[CH:6][N:7]=1.[Cl:10][CH2:11][C:12](=O)[CH2:13]Cl>CCO>[Cl:10][CH2:11][C:12]1[N:9]=[C:3]2[C:2]([CH3:1])=[N:7][CH:6]=[C:5]([CH3:8])[N:4]2[CH:13]=1. Procedure: To a solution of 3,6-dimethylpyrazin-2-amine (1.0 g, 8.1 mmol) in EtOH (20 mL) was added 1,3-dichloropropan-2-one (1.03 g, 8.1 mmol). The reaction mixture was stirred at reflux for 1 h. Then the solvent was removed. The product was purified by reverse column chromatography to give the title compound as a brown solid (570 mg, yield 85%). ESI MS: m/z 196 [M+H]+. 1H NMR (400 MHz, DMSO-d6): δ 8.10 (s, 1H), 7.65 (s, 1H), 4.94 (s, 2H), 2.70 (s, 3H), 2.54 (s, 3H). Procedure: To a solution of 51 (0.2 mmol) in EtOH (2 ml) at room was added 1.0 N NaOH (aq.) (0.2 ml). The mixture was stirred at 100° C. for 17 hrs. The solvent was removed under vacuum. The residue was suspended in 1.0 N HCl (aq.) (2 ml) and extracted with ethyl acetate (3×5 ml). The combined organic layers were dried over anhydrous sodium sulfate. The drying agent was removed by filtration. The filtrate was concentrated under vacuum to give the crude product which was purified using preparative HPLC to g... Reaction SMILES: [CH:1]1([C:7]2[C:8]([C:24]([O:26]CC)=[O:25])=[C:9]([NH:12][C:13]([NH:15][C:16]3[CH:21]=[CH:20][C:19]([F:22])=[C:18]([F:23])[CH:17]=3)=[O:14])[S:10][CH:11]=2)[CH2:6][CH2:5][CH2:4][CH2:3][CH2:2]1.[OH-].[Na+]>CCO>[CH:1]1([C:7]2[C:8]([C:24]([OH:26])=[O:25])=[C:9]([NH:12][C:13]([NH:15][C:16]3[CH:21]=[CH:20][C:19]([F:22])=[C:18]([F:23])[CH:17]=3)=[O:14])[S:10][CH:11]=2)[CH2:2][CH2:3][CH2:4][CH2:5][CH2:6]1 |f:1.2|. Yield: 53.8%. Solvent: CCO (EtOH). Run at temperature 100 celsius, time 17 hour. Product: C1(CCCCC1)C=1C(=C(SC1)NC(=O)NC1=CC(=C(C=C1)F)F)C(=O)O (4-cyclohexyl-2-(3-(3,4-difluorophenyl)ureido)thiophene-3-carboxylic acid). The reactants are C1(CCCCC1)C=1C(=C(SC1)NC(=O)NC1=CC(=C(C=C1)F)F)C(=O)OCC (ethyl 4-cyclohexyl-2-(3-(3,4-difluorophenyl)ureido)thiophene-3-carboxylate), [OH-].[Na+] (NaOH). As a reaction SMILES: [CH3:17][I:18].[CH3:1][C:2]([C:3]#[C:4][CH2:5][OH:6])([CH3:7])[N:8]1[Si:9]([CH3:15])([CH3:16])[CH2:10][CH2:11][Si:12]1([CH3:13])[CH3:14].[O:19]1[CH2:20][CH2:21][CH2:22][CH2:23]1.[OH2:24]>>[CH3:1][C:2]([C:3]#[C:4][CH2:5][O:6][CH3:17])([CH3:7])[N:8]1[Si:9]([CH3:15])([CH3:16])[CH2:10][CH2:11][Si:12]1([CH3:13])[CH3:14]. Reactants: CI, CC(C)(C#CCO)N1[Si](C)(C)CC[Si]1(C)C, C1CCOC1, O. Yields the product COCC#CC(C)(C)N1[Si](C)(C)CC[Si]1(C)C. Starting materials: BrC=1C=C2C=3CCCC(C3NC2=CC1)N (6-bromo-2,3,4,9-tetrahydro-1H-carbazol-1-amine), [N+](=O)([O-])C1=C(C(=O)Cl)C=CC=C1 (2-nitrobenzoyl chloride). The product is BrC=1C=C2C=3CCCC(C3NC2=CC1)NC(C1=C(C=CC=C1)[N+](=O)[O-])=O (N-(6-Bromo-2,3,4,9-tetrahydro-1H-carbazol-1-yl)-2-nitrobenzamide), solid. Isolated yield 39.0%. As a reaction SMILES: [Br:1][C:2]1[CH:3]=[C:4]2[C:12](=[CH:13][CH:14]=1)[NH:11][C:10]1[CH:9]([NH2:15])[CH2:8][CH2:7][CH2:6][C:5]2=1.[N+:16]([C:19]1[CH:27]=[CH:26][CH:25]=[CH:24][C:20]=1[C:21](Cl)=[O:22])([O-:18])=[O:17]>>[Br:1][C:2]1[CH:3]=[C:4]2[C:12](=[CH:13][CH:14]=1)[NH:11][C:10]1[CH:9]([NH:15][C:21](=[O:22])[C:20]3[CH:24]=[CH:25][CH:26]=[CH:27][C:19]=3[N+:16]([O-:18])=[O:17])[CH2:8][CH2:7][CH2:6][C:5]2=1. Procedure: N-(6-Bromo-2,3,4,9-tetrahydro-1H-carbazol-1-yl)-2-nitrobenzamide was prepared from 6-bromo-2,3,4,9-tetrahydro-1H-carbazol-1-amine and 2-nitrobenzoyl chloride in a similar manner as described above to give an orange solid (39% yield). 1H-NMR (CDCl3): δ 8.73 (s, 1H), 8.08 (m, 1H), 7.68 (m, 1H), 7.60 (m, 2H), 7.54 (m, 1H), 7.29-7.21 (m, 2H), 6.15 (d, 1H), 5.42 (m, 1H), 2.69 (m, 2H), 2.33 (m, 1H), 1.96 (m, 3H); MS m/z 414 (M−1). The reactants are Brc1cccc(Br)n1, CCCC[Sn](CCCC)(CCCC)c1ccncc1, C1CCOC1, c1ccc(P(c2ccccc2)(c2ccccc2)[Pd](P(c2ccccc2)(c2ccccc2)c2ccccc2)(P(c2ccccc2)(c2ccccc2)c2ccccc2)P(c2ccccc2)(c2ccccc2)c2ccccc2)cc1. Yields the product Brc1cccc(-c2ccncc2)n1. Reaction SMILES: [Br:20][c:21]1[n:22][c:23]([Br:27])[cH:24][cH:25][cH:26]1.[CH2:1]([Sn:2]([CH2:3][CH2:4][CH2:5][CH3:12])([c:6]1[cH:7][cH:8][n:9][cH:10][cH:11]1)[CH2:13][CH2:14][CH2:15][CH3:16])[CH2:17][CH2:18][CH3:19].[O:28]1[CH2:29][CH2:30][CH2:31][CH2:32]1.[cH:33]1[cH:34][cH:35][c:36]([P:37]([Pd:38]([P:39]([c:40]2[cH:41][cH:42][cH:43][cH:44][cH:45]2)([c:46]2[cH:47][cH:48][cH:49][cH:50][cH:51]2)[c:52]2[cH:53][cH:54][cH:55][cH:56][cH:57]2)([P:58]([c:59]2[cH:60][cH:61][cH:62][cH:63][cH:64]2)([c:65]2[cH:66][cH:67][cH:68][cH:69][cH:70]2)[c:71]2[cH:72][cH:73][cH:74][cH:75][cH:76]2)[P:77]([c:78]2[cH:79][cH:80][cH:81][cH:82][cH:83]2)([c:84]2[cH:85][cH:86][cH:87][cH:88][cH:89]2)[c:90]2[cH:91][cH:92][cH:93][cH:94][cH:95]2)([c:96]2[cH:97][cH:98][cH:99][cH:100][cH:101]2)[c:102]2[cH:103][cH:104][cH:105][cH:106][cH:107]2)[cH:108][cH:109]1>>[c:6]1(-[c:23]2[n:22][c:21]([Br:20])[cH:26][cH:25][cH:24]2)[cH:7][cH:8][n:9][cH:10][cH:11]1. The reactants are COc1ccc(-n2ncc(C=O)c2C)cc1, Cc1ccccc1, OCCO, Cc1ccc(S(=O)(=O)O)cc1. Yields the product COc1ccc(-n2ncc(C3OCCO3)c2C)cc1. RXN SMILES: [CH3:1][O:2][c:3]1[cH:4][cH:5][c:6](-[n:9]2[n:10][cH:11][c:12]([CH:15]=[O:16])[c:13]2[CH3:14])[cH:7][cH:8]1.[CH3:32][c:33]1[cH:34][cH:35][cH:36][cH:37][cH:38]1.[OH:17][CH2:18][CH2:19][OH:20].[c:21]1([CH3:22])[cH:23][cH:24][c:25]([S:26]([OH:27])(=[O:28])=[O:29])[cH:30][cH:31]1>>[CH3:1][O:2][c:3]1[cH:4][cH:5][c:6](-[n:9]2[n:10][cH:11][c:12]([CH:15]3[O:16][CH2:19][CH2:18][O:17]3)[c:13]2[CH3:14])[cH:7][cH:8]1. Reactants: COC([C@@H](NC(=O)OC(C)(C)C)CC(C)C)=O (N-(tert-butoxycarbonyl)-(L)-leucine methyl ester), C1(=CC=CC=C1)C (toluene), aluminum diisobutyl hydride. Conditions: temperature -78 celsius, time 40 minute. The product is C(C)(C)(C)OC(=O)N[C@H](C=O)CCCC ((S)-2-(tert-butoxycarbonylamino)-5-methylpentanal). Reaction SMILES: CO[C:3](=[O:17])[C@H:4]([CH2:13][CH:14]([CH3:16])C)[NH:5][C:6]([O:8][C:9]([CH3:12])([CH3:11])[CH3:10])=[O:7].[C:18]1(C)C=CC=CC=1>>[C:9]([O:8][C:6]([NH:5][C@@H:4]([CH2:13][CH2:14][CH2:16][CH3:18])[CH:3]=[O:17])=[O:7])([CH3:10])([CH3:11])[CH3:12]. Procedure details: Under an argon gas stream, N-(tert-butoxycarbonyl)-(L)-leucine methyl ester (9.8 g, 40 mmol) as dissolved in toluene (70 ml), and cooled to -78° C. To the solution, while keeping the temperature at -60 to -70° C., was added gradually aluminum diisobutyl hydride (toluene 1.0 M solution, 52 ml). After stirring at -78° C. for 40 minutes, the cooling bath was removed, and methanol (2.1 ml) and 20% aqueous citric acid solution (30 ml) were added to the mixture, followed by extraction with ethyl aceta...